This data is from the Open Reaction Database (ORD), a public repository of structured organic reaction records. The task is: describe an organic reaction: reactants, conditions, products, and yield The reactants are COC(=O)c1ccc(-c2cc(OCc3ccccc3)c(OC)cc2C=O)c(OC)c1, Cl, [Li+], [OH-]. Product: COc1cc(C=O)c(-c2ccc(C(=O)O)cc2OC)cc1OCc1ccccc1. As a reaction SMILES: [CH3:1][O:2][C:3](=[O:4])[c:5]1[cH:6][c:7]([O:29][CH3:30])[c:8](-[c:11]2[c:12]([CH:27]=[O:28])[cH:13][c:14]([O:25][CH3:26])[c:15]([O:17][CH2:18][c:19]3[cH:20][cH:21][cH:22][cH:23][cH:24]3)[cH:16]2)[cH:9][cH:10]1.[ClH:33].[Li+:31].[OH-:32]>>[O:2]=[C:3]([OH:4])[c:5]1[cH:6][c:7]([O:29][CH3:30])[c:8](-[c:11]2[c:12]([CH:27]=[O:28])[cH:13][c:14]([O:25][CH3:26])[c:15]([O:17][CH2:18][c:19]3[cH:20][cH:21][cH:22][cH:23][cH:24]3)[cH:16]2)[cH:9][cH:10]1. Starting materials: O=C([O-])O, CCCC[N+](CCCC)(CCCC)CCCC, CCOC(C)=O, [F-], NCCN, [Na+], C1CCOC1, C[Si](C)(C)CCOCn1ccc2cc(C3(O)c4ccccc4C(=O)N3Cc3ccccc3)ccc21. The product is O=C1c2ccccc2C(O)(c2ccc3[nH]ccc3c2)N1Cc1ccccc1. Reaction SMILES: [C:69](=[O:70])([OH:71])[O-:72].[CH3:46][CH2:47][CH2:48][CH2:49][N+:50]([CH2:51][CH2:52][CH2:53][CH3:54])([CH2:55][CH2:56][CH2:57][CH3:58])[CH2:59][CH2:60][CH2:61][CH3:62].[CH3:63][CH2:64][O:65][C:66](=[O:67])[CH3:68].[F-:45].[NH2:41][CH2:42][CH2:43][NH2:44].[Na+:73].[O:36]1[CH2:37][CH2:38][CH2:39][CH2:40]1.[OH:1][C:2]1([c:19]2[cH:20][c:21]3[cH:22][cH:23][n:24]([CH2:28][O:29][CH2:30][CH2:31][Si:32]([CH3:33])([CH3:34])[CH3:35])[c:25]3[cH:26][cH:27]2)[N:3]([CH2:12][c:13]2[cH:14][cH:15][cH:16][cH:17][cH:18]2)[C:4](=[O:11])[c:5]2[cH:6][cH:7][cH:8][cH:9][c:10]21>>[OH:1][C:2]1([c:19]2[cH:20][c:21]3[cH:22][cH:23][nH:24][c:25]3[cH:26][cH:27]2)[N:3]([CH2:12][c:13]2[cH:14][cH:15][cH:16][cH:17][cH:18]2)[C:4](=[O:11])[c:5]2[cH:6][cH:7][cH:8][cH:9][c:10]21. Reactants: C(C1=CC=CC=C1)OC=1C=C(C=O)C=CC1S(=O)(=O)C(F)(F)F (3-benzyloxy-4-trifluoromethanesulfonylbenzaldehyde), C(C)(=O)[O-].[K+] (potassium acetate), powder. Reagents/catalysts: C(C)(=O)[O-].C(C)(=O)[O-].[Pd+2] (palladium (II) diacetate), C1(=CC=CC=C1)P([C-]1C=CC=C1)C1=CC=CC=C1.[C-]1(C=CC=C1)P(C1=CC=CC=C1)C1=CC=CC=C1.[Fe+2] (1,1′-bis-(diphenylphosphino)ferrocene). The solvent is CS(=O)C (dimethylsulfoxide). Run at time 5 minute. The product is C(C1=CC=CC=C1)OC1=C(C(=O)O)C=CC(=C1)C=O (2-Benzyloxy-4-formylbenzoic acid). As a reaction SMILES: [CH2:1]([O:8][C:9]1[CH:10]=[C:11]([CH:14]=[CH:15][C:16]=1S(C(F)(F)F)(=O)=O)[CH:12]=[O:13])[C:2]1[CH:7]=[CH:6][CH:5]=[CH:4][CH:3]=1.[C:24]([O-:27])(=[O:26])C.[K+]>CS(C)=O.C([O-])(=O)C.C([O-])(=O)C.[Pd+2].C1(P(C2C=CC=CC=2)[C-]2C=CC=C2)C=CC=CC=1.[C-]1(P(C2C=CC=CC=2)C2C=CC=CC=2)C=CC=C1.[Fe+2]>[CH2:1]([O:8][C:9]1[CH:10]=[C:11]([CH:12]=[O:13])[CH:14]=[CH:15][C:16]=1[C:24]([OH:27])=[O:26])[C:2]1[CH:7]=[CH:6][CH:5]=[CH:4][CH:3]=1 |f:1.2,4.5.6,7.8.9|. Procedure: A mixture of 3-benzyloxy-4-trifluoromethanesulfonylbenzaldehyde (350 mg, 0.97 mmol, 1 eq), potassium acetate (380 mg, 3.89 mmol, 4 eq), palladium (II) diacetate (32 mg, 0.05 mmol, 0.05 eq) and 1,1′-bis-(diphenylphosphino)ferrocene (dppf) (108 mg, 0.19 mmol, 0.2 eq) in anhydrous dimethylsulfoxide (6 mL) was purged with carbon monoxide and stirred for 5 min. The reaction mixture was then heated to 60□C. and stirred under a carbon monoxide balloon for 3 h. The solution was allowed to cool to room t...